This data is from the Open Reaction Database (ORD), a public repository of structured organic reaction records. The task is: describe an organic reaction: reactants, conditions, products, and yield The reactants are C(C)(C)(C)OC(=O)N1CCC(CC1)OC=1C=CC2=C(C=C(CCC2)C(=O)OC)C1 (methyl 2-[(1-tert-butoxycarbonylpiperidin-4-yl)oxy]-6,7-dihydro-5H-benzocycloheptene-8-carboxylate), Cl (hydrochloric acid), aqueous solution, [OH-].[Na+] (sodium hydroxide). Solvent: CO (methanol), C1CCOC1 (THF). Reaction conditions: time 23 hour. Product: C(C)(C)(C)OC(=O)N1CCC(CC1)OC=1C=CC2=C(C=C(CCC2)C(=O)O)C1 (2-[(1-tert-butoxycarbonylpiperidin-4-yl)oxy]-6,7-dihydro-5H-benzocycloheptene-8-carboxylic acid). The yield is 95.8%. As a reaction SMILES: [C:1]([O:5][C:6]([N:8]1[CH2:13][CH2:12][CH:11]([O:14][C:15]2[CH:16]=[CH:17][C:18]3[CH2:24][CH2:23][CH2:22][C:21]([C:25]([O:27]C)=[O:26])=[CH:20][C:19]=3[CH:29]=2)[CH2:10][CH2:9]1)=[O:7])([CH3:4])([CH3:3])[CH3:2].[OH-].[Na+].Cl>CO.C1COCC1>[C:1]([O:5][C:6]([N:8]1[CH2:13][CH2:12][CH:11]([O:14][C:15]2[CH:16]=[CH:17][C:18]3[CH2:24][CH2:23][CH2:22][C:21]([C:25]([OH:27])=[O:26])=[CH:20][C:19]=3[CH:29]=2)[CH2:10][CH2:9]1)=[O:7])([CH3:4])([CH3:2])[CH3:3] |f:1.2|. Procedure: To methyl 2-[(1-tert-butoxycarbonylpiperidin-4-yl)oxy]-6,7-dihydro-5H-benzocycloheptene-8-carboxylate (1245 mg, 3.10 mmol) dissolved in a mixed solvent of methanol (10 ml) and THF (10 ml) was added a 1N aqueous solution of sodium hydroxide (9.3 ml), and the resulting mixture was stirred at room temperature for 23 hours. The reaction mixture was mixed with 1 N hydrochloric acid (9.3 ml) at 0° C., was concentrated under reduced pressure and was mixed with water, and an insoluble material was colle...